Dataset: the Open Reaction Database (ORD), a public repository of structured organic reaction records. Task: describe an organic reaction: reactants, conditions, products, and yield Starting materials: CN1CC2=C(CC1)N=C(S2)N (5-methyl-4,5,6,7-tetrahydro-thiazolo[5,4-c]pyridin-2-ylamine), C(C)(C)N(C(C)C)CC (N,N-diisopropylethylamine), C(C)(C)(C)OC(=O)N1CCN(CC1)C1=C(C=CC=C1)C(=O)O (4-(2-carboxy-phenyl)-piperazine-1-carboxylic acid tert-butyl ester), C(CCl)Cl (EDC), C=1C=CC2=C(C1)N=NN2O (HOBT). Run in C(Cl)Cl (CH2Cl2), CN(C)C=O (DMF). Reaction conditions: temperature 50 celsius, time 1 hour. Yields the product C(C)(C)(C)OC(=O)N1CCN(CC1)C1=C(C=CC=C1)C(NC=1SC=2CN(CCC2N1)C)=O (4-[2-(5-methyl-4,5,6,7-tetrahydro-thiazolo[5,4-c]pyridin-2-ylcarbamoyl)-phenyl]-piperazine-1-carboxylic acid tert-butyl ester). Yield: 84.7%. RXN SMILES: [C:1]([O:5][C:6]([N:8]1[CH2:13][CH2:12][N:11]([C:14]2[CH:19]=[CH:18][CH:17]=[CH:16][C:15]=2[C:20]([OH:22])=O)[CH2:10][CH2:9]1)=[O:7])([CH3:4])([CH3:3])[CH3:2].C(Cl)CCl.C1C=CC2N(O)N=NC=2C=1.[CH3:37][N:38]1[CH2:43][CH2:42][C:41]2[N:44]=[C:45]([NH2:47])[S:46][C:40]=2[CH2:39]1.C(N(CC)C(C)C)(C)C>C(Cl)Cl.CN(C=O)C>[C:1]([O:5][C:6]([N:8]1[CH2:9][CH2:10][N:11]([C:14]2[CH:19]=[CH:18][CH:17]=[CH:16][C:15]=2[C:20](=[O:22])[NH:47][C:45]2[S:46][C:40]3[CH2:39][N:38]([CH3:37])[CH2:43][CH2:42][C:41]=3[N:44]=2)[CH2:12][CH2:13]1)=[O:7])([CH3:2])([CH3:3])[CH3:4]. Procedure details: Dissolved 4-(2-carboxy-phenyl)-piperazine-1-carboxylic acid tert-butyl ester (0.30 g, 0.98 mmol), EDC (0.23 g, 1.20 mmol) and HOBT (0.18 g, 1.20 mmol) into 1 mL of DMF. The mixture stirred for 1 h. To this is added 5-methyl-4,5,6,7-tetrahydro-thiazolo[5,4-c]pyridin-2-ylamine (0.16 g, 0.98 mmol) and N,N-diisopropylethylamine (0.37 mL, 2.00 mmol). The mixture is placed under a stream of Ar and heated at 50° C. for 16 h. The mixture is then diluted with 50 mL CH2Cl2, quenched with 20 mL of saturate... The reactants are C(C)(=O)C=1C(=C(C(=C(C1)Cl)F)C1CN(C1)C(=O)OC(C)(C)C)OC (tert-butyl 3-(3-acetyl-5-chloro-6-fluoro-2-methoxyphenyl)azetidine-1-carboxylate), [BH4-].[Na+] (sodium tetrahydroborate). Run in CO (methanol), O (water). Run at time 1 hour. Product: ClC=1C(=C(C(=C(C1)C(C)O)OC)C1CN(C1)C(=O)OC(C)(C)C)F (tert-Butyl 3-[3-chloro-2-fluoro-5-(1-hydroxyethyl)-6-methoxyphenyl]azetidine-1-carboxylate). The yield is 110.0%. RXN SMILES: [C:1]([C:4]1[C:5]([O:23][CH3:24])=[C:6]([CH:12]2[CH2:15][N:14]([C:16]([O:18][C:19]([CH3:22])([CH3:21])[CH3:20])=[O:17])[CH2:13]2)[C:7]([F:11])=[C:8]([Cl:10])[CH:9]=1)(=[O:3])[CH3:2].[BH4-].[Na+]>CO.O>[Cl:10][C:8]1[C:7]([F:11])=[C:6]([CH:12]2[CH2:13][N:14]([C:16]([O:18][C:19]([CH3:22])([CH3:21])[CH3:20])=[O:17])[CH2:15]2)[C:5]([O:23][CH3:24])=[C:4]([CH:1]([OH:3])[CH3:2])[CH:9]=1 |f:1.2|. Reported procedure: To a solution of tert-butyl 3-(3-acetyl-5-chloro-6-fluoro-2-methoxyphenyl)azetidine-1-carboxylate (0.17 g, 0.48 mmol) in methanol (3 mL) cooled at 0° C. was added sodium tetrahydroborate (0.022 g, 0.57 mmol). The mixture was stirred at room temperature for 1 hour, then diluted with water and extracted with EtOAc. The combined organic layers were dried over MgSO4 and concentrated to give the desired product (0.19 g). LCMS calculated for C17H23ClFNO4Na (M+Na)+: m/z=382.1. found: 382.0. The reactants are C(C)(=O)O[BH-](OC(C)=O)OC(C)=O.[Na+] (sodium triacetoxyborohydride), residue, C(\C=C/C(=O)O)(=O)O (maleic acid), NC1=C2C(=NC=N1)N(N=C2C2=CC=C(C=C2)OC2=CC=CC=C2)C2CC(C2)=O (3-[4-amino-3-(4-phenoxyphenyl)-1H-pyrazolo[3,4-d]pyrimidin-1-yl]-1-cyclobutanone), CN1CCNCC1 (N-methylpiperazine), C(C)(=O)O (acetic acid). Solvent: C(C)O (ethanol), C(C)O (ethanol), ClCCCl (1,2-dichloroethane). Reaction conditions: temperature 40 celsius. Yields the product C(\C=C/C(=O)[O-])(=O)[O-].C(\C=C/C(=O)[O-])(=O)[O-].NC1=C2C(=NC=N1)N(N=C2C2=CC=C(C=C2)OC2=CC=CC=C2)C2CC(C2)[NH+]2CC[NH+](CC2)C.NC2=C1C(=NC=N2)N(N=C1C1=CC=C(C=C1)OC1=CC=CC=C1)C1CC(C1)[NH+]1CC[NH+](CC1)C (1-{3-[4-amino-3-(4-phenoxyphenyl)-1H-pyrazolo[3,4-d]pyrimidin-1-yl]cyclobutyl}-4-methylhexahydropyrazinediium dimaleate). The yield is 0.1%. As a reaction SMILES: [NH2:1][C:2]1[N:7]=[CH:6][N:5]=[C:4]2[N:8]([CH:24]3[CH2:27][C:26](=O)[CH2:25]3)[N:9]=[C:10]([C:11]3[CH:16]=[CH:15][C:14]([O:17][C:18]4[CH:23]=[CH:22][CH:21]=[CH:20][CH:19]=4)=[CH:13][CH:12]=3)[C:3]=12.[CH3:29][N:30]1[CH2:35][CH2:34][NH:33][CH2:32][CH2:31]1.C(O)(=O)C.C(O[BH-](OC(=O)C)OC(=O)C)(=O)C.[Na+].[C:54]([OH:61])(=[O:60])/[CH:55]=[CH:56]\[C:57]([OH:59])=[O:58]>ClCCCl.C(O)C>[C:54]([O-:61])(=[O:60])/[CH:55]=[CH:56]\[C:57]([O-:59])=[O:58].[C:54]([O-:61])(=[O:60])/[CH:55]=[CH:56]\[C:57]([O-:59])=[O:58].[NH2:1][C:2]1[N:7]=[CH:6][N:5]=[C:4]2[N:8]([CH:24]3[CH2:27][CH:26]([NH+:33]4[CH2:34][CH2:35][NH+:30]([CH3:29])[CH2:31][CH2:32]4)[CH2:25]3)[N:9]=[C:10]([C:11]3[CH:12]=[CH:13][C:14]([O:17][C:18]4[CH:19]=[CH:20][CH:21]=[CH:22][CH:23]=4)=[CH:15][CH:16]=3)[C:3]=12.[NH2:1][C:2]1[N:7]=[CH:6][N:5]=[C:4]2[N:8]([CH:24]3[CH2:27][CH:26]([NH+:33]4[CH2:34][CH2:35][NH+:30]([CH3:29])[CH2:31][CH2:32]4)[CH2:25]3)[N:9]=[C:10]([C:11]3[CH:12]=[CH:13][C:14]([O:17][C:18]4[CH:19]=[CH:20][CH:21]=[CH:22][CH:23]=4)=[CH:15][CH:16]=3)[C:3]=12 |f:3.4,8.9.10.11|. Procedure details: A mixture of 3-[4-amino-3-(4-phenoxyphenyl)-1H-pyrazolo[3,4-d]pyrimidin-1-yl]-1-cyclobutanone (0.300 g, 0.00081 mol), N-methylpiperazine (0.243 g, 0.00242 mol) and acetic acid (0.146 g, 0.00242 mol) in 1,2-dichloroethane (20 ml) was stirred for twenty min at 40° C. and sodium triacetoxyborohydride (0.223 g, 0.00105 mol) was added in three portions over one hour. The mixture was stirred for eighteen hours at 40° C. The solvent was removed under reduced pressure and the residue partitioned between... As a reaction SMILES: [Cl:22][C:23]([CH2:24][CH2:25][C:26](=[O:27])[O:28][CH3:29])=[O:30].[Cl:31][CH2:32][Cl:33].[I:1][c:2]1[c:3]([O:20][CH3:21])[cH:4][c:5]([CH:17]([CH3:18])[CH3:19])[c:6]([O:7][c:8]2[c:9]([NH2:15])[n:10][c:11]([NH2:14])[n:12][cH:13]2)[cH:16]1.[cH:34]1[cH:35][cH:36][n:37][cH:38][cH:39]1>>[I:1][c:2]1[c:3]([O:20][CH3:21])[cH:4][c:5]([CH:17]([CH3:18])[CH3:19])[c:6]([O:7][c:8]2[c:9]([NH2:15])[n:10][c:11]([NH:14][C:23]([CH2:24][CH2:25][C:26](=[O:27])[O:28][CH3:29])=[O:30])[n:12][cH:13]2)[cH:16]1. Yields the product COC(=O)CCC(=O)Nc1ncc(Oc2cc(I)c(OC)cc2C(C)C)c(N)n1. The reactants are COC(=O)CCC(=O)Cl, ClCCl, COc1cc(C(C)C)c(Oc2cnc(N)nc2N)cc1I, c1ccncc1.